From a dataset of the Open Reaction Database (ORD), a public repository of structured organic reaction records. describe an organic reaction: reactants, conditions, products, and yield Starting materials: ClCCCl, CN(C)C=O, O, O=c1[nH]cnc2c1oc1ccccc12. Yields the product Clc1ncnc2c1oc1ccccc12. RXN SMILES: [Cl:21][CH2:22][CH2:23][Cl:24].[O:1]=[CH:2][N:3]([CH3:4])[CH3:5].[OH2:20].[n:6]1[cH:7][nH:8][c:9](=[O:19])[c:10]2[c:11]1[c:12]1[c:13]([o:14]2)[cH:15][cH:16][cH:17][cH:18]1>>[n:6]1[cH:7][n:8][c:9]([Cl:21])[c:10]2[c:11]1[c:12]1[c:13]([o:14]2)[cH:15][cH:16][cH:17][cH:18]1. Starting materials: O=C1NC(N2N1CC=CC2C(=O)O)=O (2,3,5,8-tetrahydro-1,3-dioxo-1H-1,2,4-triazolo[1,2-a]pyridazine-5-carboxylic acid), CO (methanol), Cl (hydrogen chloride). Product: O=C1NC(N2N1CC=CC2C(=O)OC)=O (methyl 2,3,5,8-tetrahydro-1,3-dioxo-1H-1,2,4-triazolo-[1,2-a]pyridazine-5-carboxylate). Isolated yield 74.0%. RXN SMILES: [O:1]=[C:2]1[N:6]2[CH2:7][CH:8]=[CH:9][CH:10]([C:11]([OH:13])=[O:12])[N:5]2[C:4](=[O:14])[NH:3]1.Cl.[CH3:16]O>>[O:1]=[C:2]1[N:6]2[CH2:7][CH:8]=[CH:9][CH:10]([C:11]([O:13][CH3:16])=[O:12])[N:5]2[C:4](=[O:14])[NH:3]1. Procedure: In a manner analogous to that described in the first paragraph of Example 17, from 2,3,5,8-tetrahydro-1,3-dioxo-1H-1,2,4-triazolo[1,2-a]pyridazine-5-carboxylic acid and methanolic hydrogen chloride there was obtained in 74% yield methyl 2,3,5,8-tetrahydro-1,3-dioxo-1H-1,2,4-triazolo-[1,2-a]pyridazine-5-carboxylate of melting point 210°-213° C. (from methanol). Reactants: Br, OCCOCCNc1ccnc2cc(Cl)ccc12, [Na+], O=C([O-])O, O, O=S(=O)(O)O. Product: Clc1ccc2c(NCCOCCBr)ccnc2c1. RXN SMILES: [BrH:1].[Cl:7][c:8]1[cH:9][cH:10][c:11]2[c:12]([NH:18][CH2:19][CH2:20][O:21][CH2:22][CH2:23][OH:24])[cH:13][cH:14][n:15][c:16]2[cH:17]1.[Na+:29].[O-:25][C:26]([OH:27])=[O:28].[OH2:30].[S:2](=[O:3])(=[O:4])([OH:5])[OH:6]>>[Br:1][CH2:23][CH2:22][O:21][CH2:20][CH2:19][NH:18][c:12]1[c:11]2[cH:10][cH:9][c:8]([Cl:7])[cH:17][c:16]2[n:15][cH:14][cH:13]1. Reactants: N1=CC(=CC=C1)C(C)=NN (1-(3-Pyridinyl)-1-ethanone hydrazone), C1(=CC=CC=C1)CCCN1C(C=CC1=O)=O (1-(3-phenylpropyl)-1H-pyrrole-2,5-dione), [OH-].[K+] (potassium hydroxide). The reagents and catalysts are [O-2].[O-2].[Mn+4] (manganese dioxide). The solvent is O1CCOCC1 (dioxan), C(C)O (ethanol). Run at time 1.5 hour. Product: N (ammonia), CC1(C2C(N(C(C12)=O)CCCC1=CC=CC=C1)=O)C=1C=NC=CC1 (6-Methyl-3-(3-phenylpropyl)-6-(3-pyridinyl)-3-azabicyclo[3.1.0]hexane-2,4-dione). The yield is 27.6%. RXN SMILES: [N:1]1[CH:6]=[CH:5][CH:4]=[C:3]([C:7](=NN)[CH3:8])[CH:2]=1.[OH-].[K+].[C:13]1([CH2:19][CH2:20][CH2:21][N:22]2[C:26](=[O:27])[CH:25]=[CH:24][C:23]2=[O:28])[CH:18]=[CH:17][CH:16]=[CH:15][CH:14]=1>O1CCOCC1.C(O)C.[O-2].[O-2].[Mn+4]>[NH3:1].[CH3:8][C:7]1([C:3]2[CH:2]=[N:1][CH:6]=[CH:5][CH:4]=2)[CH:25]2[CH:24]1[C:23](=[O:28])[N:22]([CH2:21][CH2:20][CH2:19][C:13]1[CH:14]=[CH:15][CH:16]=[CH:17][CH:18]=1)[C:26]2=[O:27] |f:1.2,6.7.8|. Procedure: 1-(3-Pyridinyl)-1-ethanone hydrazone (Preparation 76, 0.69 g, 5.3 mmol) was dissolved in dioxan (30 ml) and manganese dioxide (0.85 g, 5.3 mmol) was added portionwise followed by a saturated solution of potassium hydroxide in ethanol (0.5 ml). The reaction mixture was stirred at room temperature for 1.5 h and then filtered through a pad of Celite®. To half of the filtrate was added 1-(3-phenylpropyl)-1H-pyrrole-2,5-dione (Preparation 80, 0.57 g, 2.6 mmol) and the reaction mixture was heated to 9... Starting materials: CI (methyl iodide), [OH-].[Na+] (sodium hydroxide), C(C1=CC=CC=C1)OCC=1NC(=C(N1)C(C)C)SC1=CC(=CC(=C1)Cl)Cl (2-benzyloxymethyl-5-(3,5-dichlorophenylthio)-4-isopropyl-1H-imidazole). The reagents and catalysts are [Br-].C(CCC)[N+](CCCC)(CCCC)CCCC (tetrabutylammonium bromide). Solvent: O1CCCC1 (tetrahydrofuran). Reaction conditions: time 1 hour. The product is C(C1=CC=CC=C1)OCC=1N(C(=C(N1)C(C)C)SC1=CC(=CC(=C1)Cl)Cl)C (2-benzyloxymethyl-5-(3,5-dichlorophenylthio)-4-isopropyl-1-methyl-1H-imidazole). Isolated yield 56.1%. As a reaction SMILES: [CH2:1]([O:8][CH2:9][C:10]1[NH:11][C:12]([S:18][C:19]2[CH:24]=[C:23]([Cl:25])[CH:22]=[C:21]([Cl:26])[CH:20]=2)=[C:13]([CH:15]([CH3:17])[CH3:16])[N:14]=1)[C:2]1[CH:7]=[CH:6][CH:5]=[CH:4][CH:3]=1.[CH3:27]I.[OH-].[Na+]>[Br-].C([N+](CCCC)(CCCC)CCCC)CCC.O1CCCC1>[CH2:1]([O:8][CH2:9][C:10]1[N:11]([CH3:27])[C:12]([S:18][C:19]2[CH:24]=[C:23]([Cl:25])[CH:22]=[C:21]([Cl:26])[CH:20]=2)=[C:13]([CH:15]([CH3:17])[CH3:16])[N:14]=1)[C:2]1[CH:3]=[CH:4][CH:5]=[CH:6][CH:7]=1 |f:2.3,4.5|. Procedure details: (4)In 50 ml of dry tetrahydrofuran was dissolved 15 g (44 mmol)of 2-benzyloxymethyl-5-(3,5-dichlorophenylthio)-4-isopropyl-1H-imidazole (16a). To this solution was added 6.87 g (48.4 mmol)of methyl iodide under ice-cooling, further followed by addition of 1.94 g (48.4 mmol)of sodium hydroxide and 100 mg of tetrabutylammonium bromide. After the ice-water bath was removed, the mixture was stirred for 1 hour. This reaction mixture was concentrated under reduced pressure and the residue was neutrali... Starting materials: O=C(O)c1cccc(B(O)O)c1, O=C([O-])[O-], [Cs+], [Cs+], CNC(=O)c1c(-c2ccc(F)cc2)nn2ccc(OS(=O)(=O)C(F)(F)F)cc12, C1COCCO1, O. Yields the product CNC(=O)c1c(-c2ccc(F)cc2)nn2ccc(-c3cccc(C(=O)O)c3)cc12. Reaction SMILES: [B:29]([OH:30])([OH:31])[c:32]1[cH:33][c:34]([C:35](=[O:36])[OH:37])[cH:38][cH:39][cH:40]1.[C:41](=[O:42])([O-:43])[O-:44].[Cs+:45].[Cs+:46].[F:1][C:2]([F:3])([F:4])[S:5]([O:6][c:7]1[cH:8][c:9]2[n:10]([cH:11][cH:12]1)[n:13][c:14](-[c:20]1[cH:21][cH:22][c:23]([F:26])[cH:24][cH:25]1)[c:15]2[C:16]([NH:17][CH3:18])=[O:19])(=[O:27])=[O:28].[O:47]1[CH2:48][CH2:49][O:50][CH2:51][CH2:52]1.[OH2:53]>>[c:7]1(-[c:32]2[cH:33][c:34]([C:35](=[O:36])[OH:37])[cH:38][cH:39][cH:40]2)[cH:8][c:9]2[n:10]([cH:11][cH:12]1)[n:13][c:14](-[c:20]1[cH:21][cH:22][c:23]([F:26])[cH:24][cH:25]1)[c:15]2[C:16]([NH:17][CH3:18])=[O:19].